From a dataset of the Open Reaction Database (ORD), a public repository of structured organic reaction records. describe an organic reaction: reactants, conditions, products, and yield The reactants are CC=1SC2=C(N1)C=CC(=C2)O (2-methyl-benzothiazol-6-ol), C(C)OC(CN1C(C2=CC=C(C=C2C1=O)[N+](=O)[O-])=O)=O (5-nitro-(1,3-dioxo-1,3-dihydro-isoindol-2-yl)-acetic acid ethyl ester), C([O-])([O-])=O.[K+].[K+] (potassium carbonate). Run in CC(=O)N(C)C (dimethylacetamide). Run at temperature 105 celsius. Product: C(C)OC(CN1C(C2=CC=C(C=C2C1=O)OC1=CC2=C(N=C(S2)C)C=C1)=O)=O ([5-(2-Methyl-benzothiazol-6-yloxy)-1,3-dioxo-1,3-dihydro-isoindol-2-yl]acetic acid ethyl ester). Yield: 42.6%. As a reaction SMILES: [CH3:1][C:2]1[S:3][C:4]2[CH:10]=[C:9]([OH:11])[CH:8]=[CH:7][C:5]=2[N:6]=1.[CH2:12]([O:14][C:15](=[O:31])[CH2:16][N:17]1[C:25](=[O:26])[C:24]2[C:19](=[CH:20][CH:21]=[C:22]([N+]([O-])=O)[CH:23]=2)[C:18]1=[O:30])[CH3:13].C(=O)([O-])[O-].[K+].[K+]>CC(N(C)C)=O>[CH2:12]([O:14][C:15](=[O:31])[CH2:16][N:17]1[C:25](=[O:26])[C:24]2[C:19](=[CH:20][CH:21]=[C:22]([O:11][C:9]3[CH:8]=[CH:7][C:5]4[N:6]=[C:2]([CH3:1])[S:3][C:4]=4[CH:10]=3)[CH:23]=2)[C:18]1=[O:30])[CH3:13] |f:2.3.4|. Reported procedure: A mixture of 2-methyl-benzothiazol-6-ol (2.30 g, 13.92 mmol), 5-nitro-(1,3-dioxo-1,3-dihydro-isoindol-2-yl)-acetic acid ethyl ester (4.26 g, 15.31 mmol), potassium carbonate (2.3 g, 16.64 mmol) and dimethylacetamide (30 mL) was stirred at 105° C. for twenty hours before it was cooled to room temperature and partitioned between ethyl acetate and water. The organic layer was dried over anhydrous sodium sulfate, concentrated in vacuo and the residue was purified by flash column chromatography on si...